Dataset: the Open Reaction Database (ORD), a public repository of structured organic reaction records. Task: describe an organic reaction: reactants, conditions, products, and yield The reactants are C(C)OCC (diethylether), C(C)(C)(C)OC(=O)N1CCNCCC1 ([1,4]diazepane-1-carboxylic acid tert-butyl ester), R(+)-2,2′-bis(diphenylphosphino)-1,1′-binapthyl, CC(C)([O-])C.[Na+] (sodium t-butoxide), BrC1=C(C=C(C=C1)Cl)Cl (1-bromo-2,4-dichlorobenzene). The reagents and catalysts are C=1C=CC(=CC1)/C=C/C(=O)/C=C/C2=CC=CC=C2.C=1C=CC(=CC1)/C=C/C(=O)/C=C/C2=CC=CC=C2.C=1C=CC(=CC1)/C=C/C(=O)/C=C/C2=CC=CC=C2.[Pd].[Pd] (tris(dibenzylideneacetone)-dipalladium(0)). Solvent: C1(=CC=CC=C1)C (toluene). Run at temperature 100 celsius. Yields the product C(C)(C)(C)OC(=O)N1CCN(CCC1)C1=C(C=C(C=C1)Cl)Cl (4-(2,4-Dichloro-phenyl)-[1,4]diazepane-1-carboxylic acid tert-butyl ester). The yield is 42.3%. Reaction SMILES: [C:1]([O:5][C:6]([N:8]1[CH2:14][CH2:13][CH2:12][NH:11][CH2:10][CH2:9]1)=[O:7])([CH3:4])([CH3:3])[CH3:2].CC(C)([O-])C.[Na+].Br[C:22]1[CH:27]=[CH:26][C:25]([Cl:28])=[CH:24][C:23]=1[Cl:29].C(OCC)C>C1(C)C=CC=CC=1.C1C=CC(/C=C/C(/C=C/C2C=CC=CC=2)=O)=CC=1.C1C=CC(/C=C/C(/C=C/C2C=CC=CC=2)=O)=CC=1.C1C=CC(/C=C/C(/C=C/C2C=CC=CC=2)=O)=CC=1.[Pd].[Pd]>[C:1]([O:5][C:6]([N:8]1[CH2:14][CH2:13][CH2:12][N:11]([C:22]2[CH:27]=[CH:26][C:25]([Cl:28])=[CH:24][C:23]=2[Cl:29])[CH2:10][CH2:9]1)=[O:7])([CH3:4])([CH3:2])[CH3:3] |f:1.2,6.7.8.9.10|. Reported procedure: To a solution of [1,4]diazepane-1-carboxylic acid tert-butyl ester (0.36 g, 1.77 mmol) in toluene (5 mL) was added tris(dibenzylideneacetone)-dipalladium(0) (0.040 g, 0.044 mmol), R(+)-2,2′-bis(diphenylphosphino)-1,1′-binapthyl (0.027 g, 0.044 mmol), sodium t-butoxide (0.13 g, 1.33 mmol), and 1-bromo-2,4-dichlorobenzene (0.20 g, 0.89 mmol). The solution was heated to 100° C. for 2 h. The reaction was cooled to room temperature, diethylether (5 mL) was added and the resulting mixture filtered thr... Reactants: [Ca+2], [Cl-], [Cl-], Clc1nc2ccccc2[nH]1, [Na], CCC1CO1, c1ccccc1. Yields the product CCC(O)Cn1c(Cl)nc2ccccc21. RXN SMILES: [Ca+2:13].[Cl-:12].[Cl-:14].[Cl:2][c:3]1[nH:4][c:5]2[c:6]([n:7]1)[cH:8][cH:9][cH:10][cH:11]2.[Na:1].[O:21]1[CH2:22][CH:23]1[CH2:24][CH3:25].[cH:15]1[cH:16][cH:17][cH:18][cH:19][cH:20]1>>[Cl:2][c:3]1[n:4]([CH2:22][CH:23]([OH:21])[CH2:24][CH3:25])[c:5]2[c:6]([n:7]1)[cH:8][cH:9][cH:10][cH:11]2. Reactants: BrC=1C(=CC2=C(C(=C(O2)I)C(=O)NC)C1)N(S(=O)(=O)C)C (5-bromo-2-iodo-N-methyl-6-(N-methylmethylsulfonamido)benzofuran-3-carboxamide), S1CCC(=CC1)B1OC(C(O1)(C)C)(C)C (2-(3,6-dihydro-2H-thiopyran-4-yl)-4,4,5,5-tetramethyl-1,3,2-dioxaborolane), C(=O)([O-])[O-].[Cs+].[Cs+] (Cs2CO3), C1(=C(C=CC=C1)P(C1=C(C=CC=C1)C)C1=C(C=CC=C1)C)C (tri-o-tolylphosphine). The reagents and catalysts are C1=CC=C(C=C1)P([C-]2C=CC=C2)C3=CC=CC=C3.C1=CC=C(C=C1)P([C-]2C=CC=C2)C3=CC=CC=C3.Cl[Pd]Cl.[Fe+2] (Pd(dppf)Cl2). Solvent: O1CCOCC1 (1,4-dioxane). Run at temperature 100 celsius. Yields the product BrC=1C(=CC2=C(C(=C(O2)C=2CCSCC2)C(=O)NC)C1)N(S(=O)(=O)C)C (5-bromo-2-(3,6-dihydro-2H-thiopyran-4-yl)-N-methyl-6-(N-methylmethylsulfonamido)benzofuran-3-carboxamide). Isolated yield 34.0%. As a reaction SMILES: [Br:1][C:2]1[C:3]([N:16]([CH3:21])[S:17]([CH3:20])(=[O:19])=[O:18])=[CH:4][C:5]2[O:9][C:8](I)=[C:7]([C:11]([NH:13][CH3:14])=[O:12])[C:6]=2[CH:15]=1.[S:22]1[CH2:27][CH:26]=[C:25](B2OC(C)(C)C(C)(C)O2)[CH2:24][CH2:23]1.C([O-])([O-])=O.[Cs+].[Cs+].C1(C)C=CC=CC=1P(C1C=CC=CC=1C)C1C=CC=CC=1C>O1CCOCC1.C1C=CC(P(C2C=CC=CC=2)[C-]2C=CC=C2)=CC=1.C1C=CC(P(C2C=CC=CC=2)[C-]2C=CC=C2)=CC=1.Cl[Pd]Cl.[Fe+2]>[Br:1][C:2]1[C:3]([N:16]([CH3:21])[S:17]([CH3:20])(=[O:19])=[O:18])=[CH:4][C:5]2[O:9][C:8]([C:25]3[CH2:26][CH2:27][S:22][CH2:23][CH:24]=3)=[C:7]([C:11]([NH:13][CH3:14])=[O:12])[C:6]=2[CH:15]=1 |f:2.3.4,7.8.9.10|. Procedure details: To a solution of 5-bromo-2-iodo-N-methyl-6-(N-methylmethylsulfonamido)benzofuran-3-carboxamide (800 mg, 1.6 mmol), 2-(3,6-dihydro-2H-thiopyran-4-yl)-4,4,5,5-tetramethyl-1,3,2-dioxaborolane (371 mg, 1.6 mmol) and Cs2CO3 (1.07 g, 3.28 mmol) in 1,4-dioxane (20 mL) was added Pd(dppf)Cl2 (50 mg) and tri-o-tolylphosphine (50 mg) under nitrogen. The reaction mixture was heated at 100° C. for 4 h, concentrated in vacuo to remove 1,4-dioxane and purified by column chromatography (PE:EA=3:1) to give the c... The reactants are C(CCC(=O)OC1C[C@H]2CC[C@@H](C1)N2C)(=O)OC2C[C@H]1CC[C@@H](C2)N1C (bis(tropan-3-yl) succinate), COC1=C(CBr)C=C(C=C1)OC (2,5-dimethoxybenzyl bromide), C(C)(=O)OC=1C=C(CBr)C=CC1OC(C)=O (3,4-diacetoxybenzyl bromide). The solvent is CC(=O)C (acetone). Run at temperature 50 celsius. Product: [Br-].[Br-].C(CCC(=O)[O-])(=O)OC1C[C@H]2CC[C@@H](C1)[N+]2(C)CC2=CC(=C(C=C2)OC(C)=O)OC(C)=O ([N-(3,4-diacetoxybenzyl)tropanium-3-yl] succinate dibromide). As a reaction SMILES: [C:1]([O:17]C1C[C@H]2N(C)[C@H](CC2)C1)(=[O:16])[CH2:2][CH2:3][C:4]([O:6][CH:7]1[CH2:13][C@H:12]2[N:14]([CH3:15])[C@H:9]([CH2:10][CH2:11]2)[CH2:8]1)=[O:5].COC1C=CC(OC)=CC=1C[Br:32].[C:39]([O:42][C:43]1[CH:44]=[C:45]([CH:48]=[CH:49][C:50]=1[O:51][C:52](=[O:54])[CH3:53])[CH2:46][Br:47])(=[O:41])[CH3:40]>CC(C)=O>[Br-:32].[Br-:47].[C:4]([O:6][CH:7]1[CH2:8][C@H:9]2[N+:14]([CH2:46][C:45]3[CH:48]=[CH:49][C:50]([O:51][C:52](=[O:54])[CH3:53])=[C:43]([O:42][C:39](=[O:41])[CH3:40])[CH:44]=3)([CH3:15])[C@H:12]([CH2:11][CH2:10]2)[CH2:13]1)(=[O:5])[CH2:3][CH2:2][C:1]([O-:17])=[O:16] |f:4.5.6|. Procedure details: To a solution of 18.2 g (50 mmol) of bis(tropan-3-yl) succinate in 500 mL of dry acetone in a sealed bottle is added 11.6 g (50 mmol) of 2,5-dimethoxybenzyl bromide. After the mixture is heated at 50° C. for 24 hours, 14.3 g (50 mmol) of 3,4-diacetoxybenzyl bromide is added to the cooled mixture. Then the mixture is heated again at 70-75° C. for another 10 hours. The resulting white precipitate is collected by filtration, and purified by recrystallization (2×) from MeOH-methylene chloride to yie...